Dataset: the Open Reaction Database (ORD), a public repository of structured organic reaction records. Task: describe an organic reaction: reactants, conditions, products, and yield The reactants are C(C)(=O)OC1=CC=C(C(=N1)C(=O)N1CCN(CC1)C(=O)OC(C)(C)C)C (t-butyl 4-(6-acetoxy-methylpyridine-2-carbonyl)piperazine-1-carboxylate), [OH-].[K+] (potassium hydroxide), CO (methanol). Product: OCC1=CC=CC(=N1)C(=O)N1CCN(CC1)C(=O)OC(C)(C)C (t-butyl 4-(6-hydroxymethylpyridine-2-carbonyl)piperazine-1-carboxylate). Reaction SMILES: C(O[C:5]1[N:10]=[C:9]([C:11]([N:13]2[CH2:18][CH2:17][N:16]([C:19]([O:21][C:22]([CH3:25])([CH3:24])[CH3:23])=[O:20])[CH2:15][CH2:14]2)=[O:12])[C:8](C)=[CH:7][CH:6]=1)(=O)C.[OH-:27].[K+].[CH3:29]O>>[OH:27][CH2:29][C:5]1[N:10]=[C:9]([C:11]([N:13]2[CH2:14][CH2:15][N:16]([C:19]([O:21][C:22]([CH3:23])([CH3:24])[CH3:25])=[O:20])[CH2:17][CH2:18]2)=[O:12])[CH:8]=[CH:7][CH:6]=1 |f:1.2|. Reported procedure: To a solution of 3.7 g of t-butyl 4-(6-acetoxy-methylpyridine-2-carbonyl)piperazine-1-carboxylate in 10 mL of methanol was added 840 mg of potassium hydroxide and the mixture was heated to reflux for 4 hours. After the solvent was removed, water was added to the solution and the mixture was extracted with chloroform. The organic layer was washed with brine, dried over anhydrous magnesium sulfate, then the solvent was removed under reduced pressure. The residue was purified by chromatography on s... Yields the product COC(CC\C=C/CC[C@H]1[C@@H](C[C@H]([C@@H]1\C=C\[C@H](C(CCCC)(C)C)O)O)F)=O ((4Z,13E)-(9R,11R,15R)-9-fluoro-11,15-dihydroxy-16,16-dimethyl-4,13-prostadienoic acid methyl ester). Procedure: 0.56 ml of diethylaminosulfur trifluoride (DAST) is instilled in a solution of 2.05 g of (4Z,13E)-(9S,11R,15R)-9-hydroxy-16,16-dimethyl-11,15-bis-(tetrahydropyran-2-yloxy)-4,13-prostadienoic acid methyl ester in 43 ml of methylene chloride and 1.1 ml of pyridine at −70° C. and stirred for 3.5 hours at −70° C. Then it is added to 200 ml of 5% sodium bicarbonate solution cooled to 0° C. and allowed to stir vigorously for 10 minutes. Then it is extracted several times with methylene chloride, the e... Run at temperature -70 celsius, time 3.5 hour. The solvent is C(Cl)Cl (methylene chloride), N1=CC=CC=C1 (pyridine). The reactants are C(C)N(CC)S(F)(F)F (diethylaminosulfur trifluoride), C([O-])(O)=O.[Na+] (sodium bicarbonate), COC(CC\C=C/CC[C@H]1[C@H](C[C@H]([C@@H]1\C=C\[C@H](C(CCCC)(C)C)OC1OCCCC1)OC1OCCCC1)O)=O ((4Z,13E)-(9S,11R,15R)-9-hydroxy-16,16-dimethyl-11,15-bis-(tetrahydropyran-2-yloxy)-4,13-prostadienoic acid methyl ester). RXN SMILES: C(N(S(F)(F)[F:7])CC)C.[CH3:10][O:11][C:12](=[O:49])[CH2:13][CH2:14]/[CH:15]=[CH:16]\[CH2:17][CH2:18][C@@H:19]1[C@@H:23](/[CH:24]=[CH:25]/[C@@H:26]([O:34]C2CCCCO2)[C:27]([CH3:33])([CH3:32])[CH2:28][CH2:29][CH2:30][CH3:31])[C@H:22]([O:41]C2CCCCO2)[CH2:21][C@@H:20]1O.C(=O)(O)[O-].[Na+]>C(Cl)Cl.N1C=CC=CC=1>[CH3:10][O:11][C:12](=[O:49])[CH2:13][CH2:14]/[CH:15]=[CH:16]\[CH2:17][CH2:18][C@@H:19]1[C@@H:23](/[CH:24]=[CH:25]/[C@@H:26]([OH:34])[C:27]([CH3:33])([CH3:32])[CH2:28][CH2:29][CH2:30][CH3:31])[C@H:22]([OH:41])[CH2:21][C@H:20]1[F:7] |f:2.3|.